This data is from the Open Reaction Database (ORD), a public repository of structured organic reaction records. The task is: describe an organic reaction: reactants, conditions, products, and yield Starting materials: NC1=NC=CC=C1C1(CC(=CC=C1)C(=O)C=1CC(C=CC1)(C=1C(=NC=CC1)N)OC)OC (3-(2-aminopyridyl)-(3-methoxyphenyl)ketone), O1CCCC1 (tetrahydrofuran), C(CCC)I (butyl iodide), O1CCCC1 (tetrahydrofuran), O (water), [H-].[Na+] (sodium hydride), O1CCCC1 (tetrahydrofuran). Run at temperature 55 celsius, time 6 hour. Yields the product C(CCC)NC1=NC=CC=C1C(C1=CC(=CC=C1)OC)=O (2-(butylamino)-3-(3-methoxybenzoyl)pyridine). The yield is 79.0%. RXN SMILES: [H-].[Na+].NC1C(C2(OC)C=CC=[C:12]([C:16]([C:18]3C[C:20]([O:31]C)([C:24]4[C:25]([NH2:30])=[N:26][CH:27]=[CH:28][CH:29]=4)[CH:21]=[CH:22][CH:23]=3)=[O:17])C2)=CC=CN=1.[CH2:35](I)[CH2:36][CH2:37][CH3:38].O.O1CCC[CH2:42]1>>[CH2:35]([NH:30][C:25]1[C:24]([C:20](=[O:31])[C:21]2[CH:22]=[CH:23][CH:18]=[C:16]([O:17][CH3:42])[CH:12]=2)=[CH:29][CH:28]=[CH:27][N:26]=1)[CH2:36][CH2:37][CH3:38] |f:0.1|. Procedure: To a suspension of sodium hydride (60%, 578 mg, 14.5 mmol) in tetrahydrofuran (15 ml) was added dropwise a solution of 3-(2-aminopyridyl)-(3-methoxyphenyl)ketone (3.00 g, 13.1 mmol) in tetrahydrofuran (24 ml) under ice-cooling, and further thereto was added dropwise a solution of butyl iodide (3.63 g, 19.7 mmol) in tetrahydrofuran at room temperature, and the mixture was stirred at 50-60° C. for 6 hours. The mixture was cooled to room temperature, and thereto was added water. The mixture was ext... Starting materials: O=C(O)Cc1cc(F)cc(F)c1, NCc1ccc(Cl)cc1. Reagents/catalysts: C1CCN(C1)[P+](N2CCCC2)(N3CCCC3)ON4C5=CC=CC=C5N=N4.F[P-](F)(F)(F)(F)F (PyBOP), CCN(C(C)C)C(C)C (DIPEA), C1=CC=C2C(=C1)N=NN2O (HOBt). Solvent: CN(C)C=O (DMF), CN(C)C=O (DMF), CN(C)C=O (DMF), CN(C)C=O (DMF), CN(C)C=O (DMF), CN(C)C=O (DMF). Reaction conditions: temperature 25 celsius, time 2 hour. The product is O=C(Cc1cc(F)cc(F)c1)NCc1ccc(Cl)cc1. Isolated yield 75.7%. Reaction SMILES: NCc1ccc(Cl)cc1.O=C(O)Cc1cc(F)cc(F)c1.C1CCN(C1)[P+](N2CCCC2)(N3CCCC3)ON4C5=CC=CC=C5N=N4.F[P-](F)(F)(F)(F)F.C1=CC=C2C(=C1)N=NN2O.CCN(C(C)C)C(C)C.CN(C)C=O>>O=C(Cc1cc(F)cc(F)c1)NCc1ccc(Cl)cc1. Reactants: CC(C)(C)OC(=O)N1CCC(CCOc2nc(C#N)nc(Cl)c2C(=O)NCc2ccccc2)CC1, NCC1CCC2(CC1)CC2, CC#N, CCOC(C)=O, Cl, [K+], [K+], O=C([O-])[O-], O. Product: CC(C)(C)OC(=O)N1CCC(CCOc2nc(C#N)nc(NCC3CCC4(CC3)CC4)c2C(=O)NCc2ccccc2)CC1. Reaction SMILES: [C:1]([CH3:2])([CH3:3])([CH3:4])[O:5][C:6](=[O:7])[N:8]1[CH2:9][CH2:10][CH:11]([CH2:14][CH2:15][O:16][c:17]2[n:18][c:19]([C:34]#[N:35])[n:20][c:21]([Cl:33])[c:22]2[C:23]([NH:24][CH2:25][c:26]2[cH:27][cH:28][cH:29][cH:30][cH:31]2)=[O:32])[CH2:12][CH2:13]1.[CH2:37]1[CH2:38][C:39]12[CH2:40][CH2:41][CH:42]([CH2:45][NH2:46])[CH2:43][CH2:44]2.[CH3:53][C:54]#[N:55].[CH3:57][CH2:58][O:59][C:60]([CH3:61])=[O:62].[ClH:36].[K+:47].[K+:48].[O-:49][C:50]([O-:51])=[O:52].[OH2:56]>>[C:1]([CH3:2])([CH3:3])([CH3:4])[O:5][C:6](=[O:7])[N:8]1[CH2:9][CH2:10][CH:11]([CH2:14][CH2:15][O:16][c:17]2[n:18][c:19]([C:34]#[N:35])[n:20][c:21]([NH:46][CH2:45][CH:42]3[CH2:41][CH2:40][C:39]4([CH2:37][CH2:38]4)[CH2:44][CH2:43]3)[c:22]2[C:23]([NH:24][CH2:25][c:26]2[cH:27][cH:28][cH:29][cH:30][cH:31]2)=[O:32])[CH2:12][CH2:13]1. Reaction SMILES: [C:1]([N:9]1[C:13]2=[N:14][C:15](Br)=[CH:16][CH:17]=[C:12]2[CH:11]=[CH:10]1)(=[O:8])[C:2]1[CH:7]=[CH:6][CH:5]=[CH:4][CH:3]=1.[CH3:19][Si:20]([C:23]#[CH:24])([CH3:22])[CH3:21]>C(N(CC)CC)C.Cl[Pd](Cl)([P](C1C=CC=CC=1)(C1C=CC=CC=1)C1C=CC=CC=1)[P](C1C=CC=CC=1)(C1C=CC=CC=1)C1C=CC=CC=1.[Cu]I>[CH3:19][Si:20]([C:23]#[C:24][C:15]1[N:14]=[C:13]2[N:9]([C:1](=[O:8])[C:2]3[CH:7]=[CH:6][CH:5]=[CH:4][CH:3]=3)[CH:10]=[CH:11][C:12]2=[CH:17][CH:16]=1)([CH3:22])[CH3:21] |^1:34,53|. Reported procedure: The synthesis was performed with reference to the known literature (Bulletin of the Chemical Society of Japan, Vol. 65, p. 2992, 1992). A solution of 1-benzoyl-6-bromo-1H-pyrrolo[2,3-b]pyridine (0.30 g, 1.0 mmol) in triethylamine (25 mL) was added with dichlorobis(triphenylphosphine)palladium(II) (0.036 g, 0.050 mmol), and copper(I) iodide (0.016 g, 0.085 mmol) under an argon atmosphere. Then, the mixture was slowly added with trimethylsilylacetylene (0.20 g, 2.0 mmol), and then the mixture was ... Isolated yield 14.1%. Solvent: C(C)N(CC)CC (triethylamine). Reagents/catalysts: Cl[Pd]([P](C1=CC=CC=C1)(C2=CC=CC=C2)C3=CC=CC=C3)([P](C4=CC=CC=C4)(C5=CC=CC=C5)C6=CC=CC=C6)Cl (dichlorobis(triphenylphosphine)palladium(II)), [Cu]I (copper(I) iodide). Yields the product C[Si](C)(C)C#CC1=CC=C2C(=N1)N(C=C2)C(C2=CC=CC=C2)=O (6-[(trimethylsilyl)ethynyl]-1-benzoyl-1H-pyrrolo[2,3-b]pyridine). Reaction conditions: time 24 hour. Starting materials: C(C1=CC=CC=C1)(=O)N1C=CC=2C1=NC(=CC2)Br (1-benzoyl-6-bromo-1H-pyrrolo[2,3-b]pyridine), C[Si](C)(C)C#C (trimethylsilylacetylene). Reactants: CCCCP(CCCC)CCCC, CCOC(C)=O, CC(C)(C)OC(=O)N=NC(=O)OC(C)(C)C, Cc1ccc2c(c1)C(CO)(c1cc3c(cc1O)OCO3)C(=O)N2C(c1ccccc1)c1ccccc1. Yields the product Cc1ccc2c(c1)C1(COc3cc4c(cc31)OCO4)C(=O)N2C(c1ccccc1)c1ccccc1. RXN SMILES: [CH2:37]([P:38]([CH2:39][CH2:40][CH2:41][CH3:42])[CH2:43][CH2:44][CH2:45][CH3:46])[CH2:47][CH2:48][CH3:49].[CH3:66][CH2:67][O:68][C:69](=[O:70])[CH3:71].[N:50]([C:51]([O:52][C:53]([CH3:54])([CH3:55])[CH3:56])=[O:57])=[N:58][C:59]([O:60][C:61]([CH3:62])([CH3:63])[CH3:64])=[O:65].[c:1]1([CH:7]([N:8]2[C:9](=[O:30])[C:10]([CH2:18][OH:19])([c:20]3[cH:21][c:22]4[c:23]([cH:27][c:28]3[OH:29])[O:24][CH2:25][O:26]4)[c:11]3[cH:12][c:13]([CH3:17])[cH:14][cH:15][c:16]32)[c:31]2[cH:32][cH:33][cH:34][cH:35][cH:36]2)[cH:2][cH:3][cH:4][cH:5][cH:6]1>>[c:1]1([CH:7]([N:8]2[C:9](=[O:30])[C:10]3([c:11]4[cH:12][c:13]([CH3:17])[cH:14][cH:15][c:16]42)[CH2:18][O:29][c:28]2[c:20]3[cH:21][c:22]3[c:23]([cH:27]2)[O:24][CH2:25][O:26]3)[c:31]2[cH:32][cH:33][cH:34][cH:35][cH:36]2)[cH:2][cH:3][cH:4][cH:5][cH:6]1.